Dataset: the Open Reaction Database (ORD), a public repository of structured organic reaction records. Task: describe an organic reaction: reactants, conditions, products, and yield Reactants: CCN(C(C)C)C(C)C (DIPEA), C(C1=CC(C(=O)[O-])=CC=C1)(=O)OC (Mono-methyl isophthalate), CC(C)(C)OC(=O)NCCN (t-butyl n-(2-aminoethyl)carbamate), CCN=C=NCCCN(C)C (EDCI). Solvent: C(Cl)Cl (DCM), C(Cl)Cl (DCM). Reaction conditions: time 8 hour. The product is COC(C1=CC(C(=O)NCCNC(=O)OC(C)(C)C)=CC=C1)=O (N-(2-tert-Butoxycarbonylaminoethyl)isophthalamic Acid Methyl Ester). Yield: 71.6%. As a reaction SMILES: [C:1]([O:12][CH3:13])(=[O:11])[C:2]1[CH:10]=[CH:9][CH:8]=[C:4]([C:5]([O-:7])=O)[CH:3]=1.[CH3:14][C:15]([O:18][C:19]([NH:21][CH2:22][CH2:23][NH2:24])=[O:20])([CH3:17])[CH3:16].CCN=C=NCCCN(C)C.CCN(C(C)C)C(C)C>C(Cl)Cl>[CH3:13][O:12][C:1](=[O:11])[C:2]1[CH:10]=[CH:9][CH:8]=[C:4]([C:5]([NH:24][CH2:23][CH2:22][NH:21][C:19]([O:18][C:15]([CH3:17])([CH3:16])[CH3:14])=[O:20])=[O:7])[CH:3]=1. Procedure: Mono-methyl isophthalate (10.0 g, 55.5 mmol), t-butyl n-(2-aminoethyl)carbamate (8.89 g, 55.5 mmol, 1.0 eq) and EDCI (12.2 g, 63.8 mmol, 1.15 eq) were dissolved in 270 mL DCM, followed by the addition of DIPEA (29.0 mL, 166 mmol, 3.0 eq). The reaction was allowed to stir at room temperature overnight. It was then taken up in 100 mL of DCM, washed with a 1:1 solution of 1.0 N HCl in brine, water, and a 1:1 solution of brine in saturated NaHCO3. The organic layer was dried over Na2SO4, filtered an...